Dataset: the Open Reaction Database (ORD), a public repository of structured organic reaction records. Task: describe an organic reaction: reactants, conditions, products, and yield Starting materials: CO, CCOC(C)=O, [O-][I+3]([O-])([O-])[O-], [Na+], C1CCOC1, O, COc1ccc2c(c1CC(O)CO)OC(C)(C)CC2=O. Product: COc1ccc2c(c1CC=O)OC(C)(C)CC2=O. Reaction SMILES: [CH3:33][OH:34].[CH3:35][CH2:36][O:37][C:38](=[O:39])[CH3:40].[I+3:22]([O-:23])([O-:24])([O-:25])[O-:26].[Na+:27].[O:28]1[CH2:29][CH2:30][CH2:31][CH2:32]1.[OH2:21].[OH:1][CH:2]([CH2:3][c:4]1[c:5]([O:17][CH3:18])[cH:6][cH:7][c:8]2[c:13]1[O:12][C:11]([CH3:14])([CH3:15])[CH2:10][C:9]2=[O:16])[CH2:19][OH:20]>>[O:1]=[CH:2][CH2:3][c:4]1[c:5]([O:17][CH3:18])[cH:6][cH:7][c:8]2[c:13]1[O:12][C:11]([CH3:14])([CH3:15])[CH2:10][C:9]2=[O:16]. RXN SMILES: [H-].[Na+].[O:3]=[C:4]([CH2:12][CH2:13][CH2:14][CH2:15][CH3:16])[CH2:5]P(=O)(OC)OC.[CH:17]([C@H:19]1[CH2:23][CH2:22][C:21](=[O:24])[N:20]1[CH2:25][CH2:26][S:27][CH2:28][CH2:29][CH2:30][C:31]([O:33][CH3:34])=[O:32])=O>COCCOC>[O:24]=[C:21]1[CH2:22][CH2:23][C@H:19](/[CH:17]=[CH:5]/[C:4](=[O:3])[CH2:12][CH2:13][CH2:14][CH2:15][CH3:16])[N:20]1[CH2:25][CH2:26][S:27][CH2:28][CH2:29][CH2:30][C:31]([O:33][CH3:34])=[O:32] |f:0.1|. Run at temperature 0 celsius, time 2 hour. Solvent: COCCOC (1,2-dimethoxyethane), COCCOC (1,2-dimethoxyethane). Reactants: [H-].[Na+] (sodium hydride), O=C(CP(OC)(OC)=O)CCCCC (dimethyl 2-oxoheptylphosphonate), C(=O)[C@@H]1N(C(CC1)=O)CCSCCCC(=O)OC (methyl 4-({2-[(2R)-2-formyl-5-oxopyrrolidin-1-yl]ethyl}thio)butanoate). Procedure details: To a solution of sodium hydride (95%, 14 mg, 0.58 mmol) in 3 mL of anhydrous 1,2-dimethoxyethane at 0° C. under an argon atmosphere was added dimethyl 2-oxoheptylphosphonate (ACROS, 0.13 mL, 0.61 mmol). The cooling bath was removed and the reaction was stirred for 2 hours. After this time period, the mixture was cooled to 0° C. and a solution of methyl 4-({2-[(2R)-2-formyl-5-oxopyrrolidin-1-yl]ethyl}thio)butanoate (0.55 mmol) in anhydrous 1,2-dimethoxyethane was added. The reaction was allowed t... The product is O=C1N([C@H](CC1)\C=C\C(CCCCC)=O)CCSCCCC(=O)OC (methyl 4-[(2-{(5R)-2-oxo-5-[(1E)-3-oxooct-1-enyl]pyrrolidin-1-yl}ethyl)thio]-butanoate). RXN SMILES: [C:1]([C:7]1[C:8]([C:12]2[CH2:13][N:14](C)[CH2:15][CH2:16][CH:17]=2)=[N:9][NH:10][CH:11]=1)#[C:2][CH2:3][CH2:4][CH2:5][CH3:6].[CH2:19]([CH:24]1[CH2:29][CH2:28][CH2:27][CH2:26][CH2:25]1)[CH2:20][CH2:21][C:22]#[CH:23].[C:30]1([S:36]([N:39]2[CH:43]=[C:42](I)[C:41]([C:45]3[CH:46]=[N:47][CH:48]=[CH:49][CH:50]=3)=[N:40]2)(=[O:38])=[O:37])[CH:35]=[CH:34][CH:33]=[CH:32][CH:31]=1>C(OCC)C>[CH:6]1([CH2:5][CH2:4][CH2:3][C:2]#[C:1][C:7]2[C:8]([C:12]3[CH:13]=[N:14][CH:15]=[CH:16][CH:17]=3)=[N:9][NH:10][CH:11]=2)[CH2:25][CH2:24][CH2:19][CH2:20][CH2:21]1.[C:30]1([S:36]([N:39]2[CH:43]=[C:42]([C:23]#[C:22][CH2:21][CH2:20][CH2:19][CH:24]3[CH2:29][CH2:28][CH2:27][CH2:26][CH2:25]3)[C:41]([C:45]3[CH:46]=[N:47][CH:48]=[CH:49][CH:50]=3)=[N:40]2)(=[O:37])=[O:38])[CH:35]=[CH:34][CH:33]=[CH:32][CH:31]=1. Reported procedure: Compound 44E was prepared following the procedure as described for the synthesis of compound 44A (see Scheme 9) using pent-4-ynyl-cyclohexane and 3-(1-phenylsulfonyl-4-iodo-1H-pyrazol-3-yl)-pyridine (36B). (flash chromatography with diethyl ether/PE 1/1) to afford 3-[1-phenylsulfonyl-4-(5-cyclohexyl-pent-1-ynyl)-1H-pyrazol-3-yl]-pyridine (43E) as an oil (90%). 1H-NMR (400 MHz, CDCl3) δ 9.25 (d, J=2 Hz, 1H), 8.6 (dd, J=5 Hz, 2 Hz, 1H), 8.33 (dt, J=8 Hz, 2 Hz, 1H), 8.21 (s, 1H), 8.08-8.04 (m, 2H),... Yield: 90.0%. The product is C1(CCCCC1)CCCC#CC=1C(=NNC1)C=1C=NC=CC1 (3-[4-(5-Cyclohexyl-pent-1-ynyl)-1H-pyrazol-3-yl]-pyridine), C1(=CC=CC=C1)S(=O)(=O)N1N=C(C(=C1)C#CCCCC1CCCCC1)C=1C=NC=CC1 (3-[1-phenylsulfonyl-4-(5-cyclohexyl-pent-1-ynyl)-1H-pyrazol-3-yl]-pyridine). Reactants: C1(=CC=CC=C1)S(=O)(=O)N1N=C(C(=C1)I)C=1C=NC=CC1 (3-(1-phenylsulfonyl-4-iodo-1H-pyrazol-3-yl)-pyridine), C(#CCCCC)C=1C(=NNC1)C=1CN(CCC1)C (3-(4-Hex-1-ynyl-1H-pyrazol-3-yl)-1,2,5,6-tetrahydro-1-methylpyridine), C(CCC#C)C1CCCCC1 (pent-4-ynyl-cyclohexane). The solvent is C(C)OCC (diethyl ether). Reactants: FC=1C=C(C(=N)N)C=CC1 (3-fluorobenzamidine), COC(CC(CCCC)=O)=O (3-oxoheptanoic acid methyl ester), solution, [O-]CC.[Na+] (sodium ethoxide). Run in C(C)O (ethanol), C(C)O (ethanol). Yields the product C(CCC)C1=CC(NC(=N1)C1=CC(=CC=C1)F)=O (6-butyl-2-(3-fluorophenyl)-3H-pyrimidin-4-one). Yield: 57.8%. Reaction SMILES: [F:1][C:2]1[CH:3]=[C:4]([CH:8]=[CH:9][CH:10]=1)[C:5]([NH2:7])=[NH:6].C[O:12][C:13](=O)[CH2:14][C:15](=O)[CH2:16][CH2:17][CH2:18][CH3:19].[O-]CC.[Na+]>C(O)C>[CH2:16]([C:15]1[N:7]=[C:5]([C:4]2[CH:8]=[CH:9][CH:10]=[C:2]([F:1])[CH:3]=2)[NH:6][C:13](=[O:12])[CH:14]=1)[CH2:17][CH2:18][CH3:19] |f:2.3|. Procedure: To a solution of 3-fluorobenzamidine (1.14 g) and 3-oxoheptanoic acid methyl ester (1.0 g, Fluka, USA) in 15 mL of ethanol was added 3.15 mL of a 3 M solution of sodium ethoxide in ethanol. The mixture was heated to reflux for 48 h, allowed to cool to room temperature, and the volatiles were removed in vacuo. The residue was dissolved in chloroform and washed with water three times. The aqueous extractions were combined, acidified to pH=6, and washed three times with ethyl acetate. All organic l... Reactants: Cl.N1(CCNCC1)CC(=O)O (2-piperazin-1-ylacetic acid hydrochloride), N[C@H](C(=O)NC1=CC=C(C=C1)OC1=CC=C(C=C1)F)COCC1=CC=CC=C1 ((S)-2-amino-3-(benzyloxy)-N-(4-(4-fluorophenoxy)phenyl)propanamide). Product: Compound 205, C(C1=CC=CC=C1)OC[C@@H](C(=O)NC1=CC=C(C=C1)OC1=CC=C(C=C1)F)NC(CN1CCNCC1)=O ((S)-3-(benzyloxy)-N-(4-(4-fluorophenoxy)phenyl)-2-(2-(piperazin-1-yl)acetamido)propanamide). Yield: 11.0%. Reaction SMILES: Cl.[N:2]1([CH2:8][C:9]([OH:11])=O)[CH2:7][CH2:6][NH:5][CH2:4][CH2:3]1.[NH2:12][C@@H:13]([CH2:31][O:32][CH2:33][C:34]1[CH:39]=[CH:38][CH:37]=[CH:36][CH:35]=1)[C:14]([NH:16][C:17]1[CH:22]=[CH:21][C:20]([O:23][C:24]2[CH:29]=[CH:28][C:27]([F:30])=[CH:26][CH:25]=2)=[CH:19][CH:18]=1)=[O:15]>>[CH2:33]([O:32][CH2:31][C@H:13]([NH:12][C:9](=[O:11])[CH2:8][N:2]1[CH2:3][CH2:4][NH:5][CH2:6][CH2:7]1)[C:14]([NH:16][C:17]1[CH:22]=[CH:21][C:20]([O:23][C:24]2[CH:29]=[CH:28][C:27]([F:30])=[CH:26][CH:25]=2)=[CH:19][CH:18]=1)=[O:15])[C:34]1[CH:39]=[CH:38][CH:37]=[CH:36][CH:35]=1 |f:0.1|. Procedure details: Proceeding as in Example 1, but substituting 2-piperazin-1-ylacetic acid hydrochloride and (S)-2-amino-3-(benzyloxy)-N-(4-(4-fluorophenoxy)phenyl)propanamide, gave Compound 205, (S)-3-(benzyloxy)-N-(4-(4-fluorophenoxy)phenyl)-2-(2-(piperazin-1-yl)acetamido)propanamide (15 mg, 11%); Major isomer: 1H-NMR (400 MHz, DMSO-D6): σ 10.18 (br s, 1H), 7.97-7.95 (d, 1H), 7.61-7.57 (d, 2H), 7.33-7.27 (m, 5H), 7.23-7.19 (t, 2H), 7.04-6.97 (m, 4H), 4.71-4.69 (m, 1H), 4.52 (s, 2H), 3.78-3.67 (m, 2H), 2.96 (s, ... Starting materials: Cl.C(C1=CC=CC=C1)OC([C@H]1NCCC1)=O (L-proline benzyl ester hydrochloride), CN1CCOCC1 (N-methylmorpholine), C(C)(C)(C)OC(=O)N1[C@H](C(=O)O)CCC1 (N-(t-butoxycarbonyl)-L-proline), C=1C=CC2=C(C1)N=NN2O (HOBt). Run in ClCCl (dichloromethane), O (water), C(C)(=O)OCC (ethyl acetate). Reaction conditions: time 1 hour. The product is C(C1=CC=CC=C1)OC([C@H]1N(CCC1)C([C@H]1N(CCC1)C(=O)OC(C)(C)C)=O)=O (N-(t-Butoxycarbonyl)-L-prolyl-L-proline benzyl ester). Isolated yield 89.1%. Reaction SMILES: Cl.[CH2:2]([O:9][C:10](=[O:16])[C@@H:11]1[CH2:15][CH2:14][CH2:13][NH:12]1)[C:3]1[CH:8]=[CH:7][CH:6]=[CH:5][CH:4]=1.CN1CCOCC1.[C:24]([O:28][C:29]([N:31]1[CH2:38][CH2:37][CH2:36][C@H:32]1[C:33](O)=[O:34])=[O:30])([CH3:27])([CH3:26])[CH3:25].C1C=CC2N(O)N=NC=2C=1>ClCCl.C(OCC)(=O)C.O>[CH2:2]([O:9][C:10](=[O:16])[C@@H:11]1[CH2:15][CH2:14][CH2:13][N:12]1[C:33](=[O:34])[C@@H:32]1[CH2:36][CH2:37][CH2:38][N:31]1[C:29]([O:28][C:24]([CH3:26])([CH3:25])[CH3:27])=[O:30])[C:3]1[CH:4]=[CH:5][CH:6]=[CH:7][CH:8]=1 |f:0.1|. Procedure details: To a suspension of L-proline benzyl ester hydrochloride (3.37 g) in dichloromethane (60 ml) were added N-methylmorpholine (1.54 ml), N-(t-butoxycarbonyl)-L-proline (3.00 g), HOBt (2.08 g) and water-soluble carbodiimide hydrochloride (2.95 g) in order, followed by stirring for 1 hour. After stirring at room temperature for 17 hours, the reaction mixture was poured into ethyl acetate, washed with 1N hydrochloric acid, a saturated aqueous solution of sodium bicarbonate and saturated brine in order,... Reactants: COC=1C=C(C=C(C1)OC)CCC=1N=C2C(=NC1)NC(=C2)C2=CC(=NC=C2)C(=O)O (4-{2-[2-(3,5-dimethoxyphenyl)ethyl]-5H-pyrrolo[2,3-b]pyrazin-6-yl}pyridine-2-carboxylic acid), CNC (N,N-dimethyl amine). Product: COC=1C=C(CCC=2N=C3C(=NC2)NC(=C3)C3=CC(=NC=C3)C(=O)N(C)C)C=C(C1)OC (4-(2-(3,5-Dimethoxyphenethyl)-5H-pyrrolo[2,3-b]pyrazin-6-yl)-N,N-dimethylpicolinamide). RXN SMILES: [CH3:1][O:2][C:3]1[CH:4]=[C:5]([CH2:11][CH2:12][C:13]2[N:14]=[C:15]3[CH:21]=[C:20]([C:22]4[CH:27]=[CH:26][N:25]=[C:24]([C:28](O)=[O:29])[CH:23]=4)[NH:19][C:16]3=[N:17][CH:18]=2)[CH:6]=[C:7]([O:9][CH3:10])[CH:8]=1.[CH3:31][NH:32][CH3:33]>>[CH3:10][O:9][C:7]1[CH:6]=[C:5]([CH:4]=[C:3]([O:2][CH3:1])[CH:8]=1)[CH2:11][CH2:12][C:13]1[N:14]=[C:15]2[CH:21]=[C:20]([C:22]3[CH:27]=[CH:26][N:25]=[C:24]([C:28]([N:32]([CH3:33])[CH3:31])=[O:29])[CH:23]=3)[NH:19][C:16]2=[N:17][CH:18]=1. Procedure: The compound was prepared by using procedures analogous to those described for the synthesis of Example 73, Step 3 starting from 4-{2-[2-(3,5-dimethoxyphenyl)ethyl]-5H-pyrrolo[2,3-b]pyrazin-6-yl}pyridine-2-carboxylic acid and N,N-dimethyl amine (2.0 M in THF). LCMS calculated for C24H26N5O3 (M+H)+: m/z=432.2. Found 432.2. Reactants: C(C)OC(=O)N1CCC2=NC=3C=CC=CC3C(=C2CC1)OC (11-methoxy-1,2,4,5-tetrahydro-3-azepino[4,5-b] quinoline-carboxylic acid ethyl ester), Cl (hydrochloric acid). Product: COC1=C2C(=NC=3C=CC=CC13)CCNCC2 (11-methoxy-1,2,4,5-tetrahydro-3H-azepino[4,5-b]quinoline). Isolated yield 7.0%. Reaction SMILES: C(OC([N:6]1[CH2:20][CH2:19][C:18]2[C:9](=[N:10][C:11]3[CH:12]=[CH:13][CH:14]=[CH:15][C:16]=3[C:17]=2[O:21][CH3:22])[CH2:8][CH2:7]1)=O)C.Cl>>[CH3:22][O:21][C:17]1[C:16]2[CH:15]=[CH:14][CH:13]=[CH:12][C:11]=2[N:10]=[C:9]2[CH2:8][CH2:7][NH:6][CH2:20][CH2:19][C:18]=12. Procedure: 11-methoxy-1,2,4,5-tetrahydro-3H-azepino[4,5-b]quinoline was prepared from 11-methoxy-1,2,4,5-tetrahydro-3-azepino[4,5-b] quinoline-carboxylic acid ethyl ester by hydrolysis with semiconcentrated hydrochloric acid. Yield: 7% of theory; m.p. 112° C. Starting materials: TEA, [N+](=O)([O-])C1=CC=C(C=C1)S(=O)(=O)Cl (4-nitrobenzenesulfonyl chloride), C(COCCOCCOCCOCCOCCOCCOC)O (3,6,9,12,15,18,21-heptaoxadocosan-1-ol). Run in CCOC(=O)C (AcOEt). Conditions: time 2 hour. Yields the product C(COCCOCCOCCOCCOCCOCCOC)OS(=O)(=O)C1=CC=C(C=C1)[N+](=O)[O-] (4-nitrobenzenesulfonic acid 3,6,9,12,15,18,21-heptaoxadocos-1-yl ester). The yield is 78.3%. As a reaction SMILES: [N+:1]([C:4]1[CH:9]=[CH:8][C:7]([S:10](Cl)(=[O:12])=[O:11])=[CH:6][CH:5]=1)([O-:3])=[O:2].[CH2:14]([OH:36])[CH2:15][O:16][CH2:17][CH2:18][O:19][CH2:20][CH2:21][O:22][CH2:23][CH2:24][O:25][CH2:26][CH2:27][O:28][CH2:29][CH2:30][O:31][CH2:32][CH2:33][O:34][CH3:35]>CCOC(C)=O>[CH2:14]([O:36][S:10]([C:7]1[CH:6]=[CH:5][C:4]([N+:1]([O-:3])=[O:2])=[CH:9][CH:8]=1)(=[O:11])=[O:12])[CH2:15][O:16][CH2:17][CH2:18][O:19][CH2:20][CH2:21][O:22][CH2:23][CH2:24][O:25][CH2:26][CH2:27][O:28][CH2:29][CH2:30][O:31][CH2:32][CH2:33][O:34][CH3:35]. Procedure details: 6.7 g (60 mmol) of TEA are dropwise added, in 10 min, to a solution of 13.3 g (60 mmol) of 4-nitrobenzenesulfonyl chloride (marketed product) and of 20.4 g (60 mmol) of 3,6,9,12,15,18,21-heptaoxadocosan-1-ol (according to Liebigs Ann. Chem. 1980, 858-862) in 60 mL of AcOEt. After 2 h at the temperature of 20° C., the precipitated TEA hydrochloride is filtered off, washing with 10 mL of AcOEt for three times. The filtrates are collected, washed with 30 mL of H2O, 20 mL of 2N HCl and then with H2O... The reactants are C(C)(=O)N1[C@H](C[C@H](C2=CC(=CC=C12)C=1N=NN(C1)CC(=O)OC)NC(=O)OC(C)C)C (methyl {4-[(2S,4R)-1-acetyl-2-methyl-4-({[(1-methylethyl)oxy]carbonyl}amino)-1,2,3,4-tetrahydro-6-quinolinyl]-1H-1,2,3-triazol-1-yl}acetate), Intermediate 75, [OH-].[Na+] (NaOH). The solvent is CO (methanol). Run at temperature 50 celsius, time 1 hour. The product is C(C)(=O)N1[C@H](C[C@H](C2=CC(=CC=C12)C=1N=NN(C1)CC(=O)O)NC(=O)OC(C)C)C ({4-[(2S,4R)-1-acetyl-2-methyl-4-({[(1-methylethyl)oxy]carbonyl}amino)-1,2,3,4-tetrahydro-6-quinolinyl]-1H-1,2,3-triazol-1-yl}acetic acid). Isolated yield 97.0%. RXN SMILES: [C:1]([N:4]1[C:13]2[C:8](=[CH:9][C:10]([C:14]3[N:15]=[N:16][N:17]([CH2:19][C:20]([O:22]C)=[O:21])[CH:18]=3)=[CH:11][CH:12]=2)[C@H:7]([NH:24][C:25]([O:27][CH:28]([CH3:30])[CH3:29])=[O:26])[CH2:6][C@@H:5]1[CH3:31])(=[O:3])[CH3:2].[OH-].[Na+]>CO>[C:1]([N:4]1[C:13]2[C:8](=[CH:9][C:10]([C:14]3[N:15]=[N:16][N:17]([CH2:19][C:20]([OH:22])=[O:21])[CH:18]=3)=[CH:11][CH:12]=2)[C@H:7]([NH:24][C:25]([O:27][CH:28]([CH3:30])[CH3:29])=[O:26])[CH2:6][C@@H:5]1[CH3:31])(=[O:3])[CH3:2] |f:1.2|. Procedure: To a solution of methyl {4-[(2S,4R)-1-acetyl-2-methyl-4-({[(1-methylethyl)oxy]carbonyl}amino)-1,2,3,4-tetrahydro-6-quinolinyl]-1H-1,2,3-triazol-1-yl}acetate (for a preparation, see Intermediate 75) (250 mg, 0.582 mmol) in methanol (5 mL) was added a 2M NaOH aqueous solution (0.873 mL, 1.746 mmol). The reaction mixture was stirred at 50° C. for 1 hour, then cooled to room temperature and concentrated in vacuo. The residue was partitioned between AcOEt and a 2M NaOH aqueous solution. The layers we...